This data is from the Open Reaction Database (ORD), a public repository of structured organic reaction records. The task is: describe an organic reaction: reactants, conditions, products, and yield The reactants are Cn1ccc2cc(C=O)ncc21, O=CO, OO. The product is Cn1ccc2cc(C(=O)O)ncc21. Reaction SMILES: [CH3:1][n:2]1[cH:3][cH:4][c:5]2[c:6]1[cH:7][n:8][c:9]([CH:11]=[O:12])[cH:10]2.[CH:15]([OH:16])=[O:17].[OH:13][OH:14]>>[CH3:1][n:2]1[cH:3][cH:4][c:5]2[c:6]1[cH:7][n:8][c:9]([C:11](=[O:12])[OH:13])[cH:10]2.